From a dataset of the Open Reaction Database (ORD), a public repository of structured organic reaction records. describe an organic reaction: reactants, conditions, products, and yield Reactants: COCCC(=O)Cl, CC#N, CC(C)(O)CNc1c(N)c(Cl)nc2ccccc12. Yields the product COCCC(=O)Nc1c(Cl)nc2ccccc2c1NCC(C)(C)O. As a reaction SMILES: [CH3:1][O:2][CH2:3][CH2:4][C:5](=[O:6])[Cl:7].[CH3:26][C:27]#[N:28].[NH2:8][c:9]1[c:10]([Cl:25])[n:11][c:12]2[cH:13][cH:14][cH:15][cH:16][c:17]2[c:18]1[NH:19][CH2:20][C:21]([CH3:22])([OH:23])[CH3:24]>>[CH3:1][O:2][CH2:3][CH2:4][C:5](=[O:6])[NH:8][c:9]1[c:10]([Cl:25])[n:11][c:12]2[cH:13][cH:14][cH:15][cH:16][c:17]2[c:18]1[NH:19][CH2:20][C:21]([CH3:22])([OH:23])[CH3:24]. Solvent: C1CCOC1 (THF). The product is CN(C)C[C@H]1[C@@H](CCC1)C1=CNC2=CC=C(C=C12)C#N (Trans-3-(2-dimethylaminomethyl-cyclopentyl)-1H-indole-5-carbonitrile). RXN SMILES: [CH:1]([C@@H:3]1[CH2:7][CH2:6][CH2:5][C@H:4]1[C:8]1[C:16]2[C:11](=[CH:12][CH:13]=[C:14]([C:17]#[N:18])[CH:15]=2)[NH:10][CH:9]=1)=O.CO.[CH3:21][NH:22][CH3:23].C(O[BH-](OC(=O)C)OC(=O)C)(=O)C.[Na+]>C1COCC1>[CH3:21][N:22]([CH2:1][C@@H:3]1[CH2:7][CH2:6][CH2:5][C@H:4]1[C:8]1[C:16]2[C:11](=[CH:12][CH:13]=[C:14]([C:17]#[N:18])[CH:15]=2)[NH:10][CH:9]=1)[CH3:23] |f:3.4|. Reported procedure: Trans-3-(2-formyl-cyclopentyl)-1H-indole-5-carbonitrile (200 mg, 0.84 mMol) was stirred in THF (5 mL) and methanol (30 mL) with dimethylamine (0.84 mL, 2M in THF, 1.68 mMol) for 5 min. Sodium triacetoxyborohydride (530 mg, 2.52 mMol) was added and the reaction was stirred a further 30 min. The solvent was evaporated in vacuo and the residue was dissolved in 1N sodium hydroxide (20 mL). The reaction was extracted with ethyl acetate (3×10 mL), dried with magnesium sulfate, and evaporated to a whit... The reactants are C(C)(=O)O[BH-](OC(C)=O)OC(C)=O.[Na+] (Sodium triacetoxyborohydride), CO (methanol), CNC (dimethylamine), C(=O)[C@H]1[C@@H](CCC1)C1=CNC2=CC=C(C=C12)C#N (Trans-3-(2-formyl-cyclopentyl)-1H-indole-5-carbonitrile). Isolated yield 64.1%. Run at time 30 minute. Reactants: OCCc1cccnc1, O=S(Cl)Cl. Yields the product ClCCc1cccnc1. RXN SMILES: [OH:1][CH2:2][CH2:3][c:4]1[cH:5][n:6][cH:7][cH:8][cH:9]1.[S:10]([Cl:11])([Cl:12])=[O:13]>>[CH2:2]([CH2:3][c:4]1[cH:5][n:6][cH:7][cH:8][cH:9]1)[Cl:12]. Starting materials: CN1CCCC1=O, COc1cc(S)cc(OC)c1, Cc1cc(F)ccc1[N+](=O)[O-], [K]. Product: COc1cc(OC)cc(Sc2ccc([N+](=O)[O-])c(C)c2)c1. Reaction SMILES: [CH3:24][N:25]1[CH2:26][CH2:27][CH2:28][C:29]1=[O:30].[CH3:2][O:3][c:4]1[cH:5][c:6]([SH:12])[cH:7][c:8]([O:10][CH3:11])[cH:9]1.[F:13][c:14]1[cH:15][cH:16][c:17]([N+:21](=[O:22])[O-:23])[c:18]([CH3:20])[cH:19]1.[K:1]>>[CH3:2][O:3][c:4]1[cH:5][c:6]([S:12][c:14]2[cH:15][cH:16][c:17]([N+:21](=[O:22])[O-:23])[c:18]([CH3:20])[cH:19]2)[cH:7][c:8]([O:10][CH3:11])[cH:9]1. Starting materials: C(C1=CC=CC=C1)N1CC(N(CC1)CCCCC(OC)OC)CO (4-benzyl-2-hydroxymethyl-1-(5,5-dimethoxypentyl)piperazine), N=1N=CN(C1)C1=CC=C(C=C1)NN (4-(1,2,4-triazol-4-yl)phenylhydrazine), C(=O)([O-])[O-].[K+].[K+] (K2CO3). Run in OS(=O)(=O)O (H2SO4). Product: C(C(=O)O)(=O)O.C(C1=CC=CC=C1)N1CC(N(CC1)CCCC1=CNC2=CC=C(C=C12)N1C=NN=C1)CO (4-Benzyl-2-hydroxymethyl-1-[3-(5-(1,2,4-triazol-4-yl)-1H-indol-3-yl)propyl]piperazine oxalate). Yield: 23.0%. RXN SMILES: [CH2:1]([N:8]1[CH2:13][CH2:12][N:11]([CH2:14][CH2:15][CH2:16][CH2:17][CH:18]([O:21]C)[O:19]C)[CH:10]([CH2:23][OH:24])[CH2:9]1)[C:2]1[CH:7]=[CH:6][CH:5]=[CH:4][CH:3]=1.[N:25]1[N:26]=[CH:27][N:28]([C:30]2[CH:35]=[CH:34][C:33]([NH:36]N)=[CH:32][CH:31]=2)[CH:29]=1.[C:38]([O-:41])([O-:40])=O.[K+].[K+]>OS(O)(=O)=O>[C:18]([OH:21])(=[O:19])[C:38]([OH:41])=[O:40].[CH2:1]([N:8]1[CH2:13][CH2:12][N:11]([CH2:14][CH2:15][CH2:16][C:17]2[C:32]3[C:33](=[CH:34][CH:35]=[C:30]([N:28]4[CH:29]=[N:25][N:26]=[CH:27]4)[CH:31]=3)[NH:36][CH:18]=2)[CH:10]([CH2:23][OH:24])[CH2:9]1)[C:2]1[CH:7]=[CH:6][CH:5]=[CH:4][CH:3]=1 |f:2.3.4,6.7|. Reported procedure: A mixture of 4-benzyl-2-hydroxymethyl-1-(5,5-dimethoxypentyl)piperazine (245 mg, 0.73 mmol) and 4-(1,2,4-triazol-4-yl)phenylhydrazine (127 mg, 0.73 mmol) in 4% H2SO4 (8 mL) was heated at reflux overnight. The solution was basified using sat. K2CO3 solution and extracted with nBuOH (2×30 mL). The combined organic layers were evaporated and the residue chromatographed on silica gel, eluting with CH2Cl2 :MeOH:NH3 (90:10:1). The title compound (73 mg, 23%) was isolated as a pale yellow foam. The fre... Reactants: CC(C)(C)[O-], Cc1ccccc1, Cc1nc(C(F)(F)F)ccc1C(=O)Nc1ccc(Cl)c(I)c1, [Fe+2], [K+], Nc1ccccn1, O=C(C=Cc1ccccc1)C=Cc1ccccc1, O=C(C=Cc1ccccc1)C=Cc1ccccc1, O=C(C=Cc1ccccc1)C=Cc1ccccc1, [Pd], [Pd], c1ccc(P(c2ccccc2)[c-]2cccc2)cc1, c1ccc(P(c2ccccc2)[c-]2cccc2)cc1. Product: Cc1nc(C(F)(F)F)ccc1C(=O)Nc1ccc(Cl)c(Nc2ccccn2)c1. Reaction SMILES: [CH3:30][C:31]([CH3:32])([O-:33])[CH3:34].[CH3:36][c:37]1[cH:38][cH:39][cH:40][cH:41][cH:42]1.[Cl:1][c:2]1[c:3]([I:22])[cH:4][c:5]([NH:8][C:9](=[O:10])[c:11]2[c:12]([CH3:21])[n:13][c:14]([C:17]([F:18])([F:19])[F:20])[cH:15][cH:16]2)[cH:6][cH:7]1.[Fe+2:135].[K+:35].[NH2:23][c:24]1[n:25][cH:26][cH:27][cH:28][cH:29]1.[O:45]=[C:46]([CH:47]=[CH:48][c:49]1[cH:50][cH:51][cH:52][cH:53][cH:54]1)[CH:55]=[CH:56][c:57]1[cH:58][cH:59][cH:60][cH:61][cH:62]1.[O:63]=[C:64]([CH:65]=[CH:66][c:67]1[cH:68][cH:69][cH:70][cH:71][cH:72]1)[CH:73]=[CH:74][c:75]1[cH:76][cH:77][cH:78][cH:79][cH:80]1.[O:81]=[C:82]([CH:83]=[CH:84][c:85]1[cH:86][cH:87][cH:88][cH:89][cH:90]1)[CH:91]=[CH:92][c:93]1[cH:94][cH:95][cH:96][cH:97][cH:98]1.[Pd:43].[Pd:44].[cH:117]1[cH:118][cH:119][c:120]([P:121]([c:122]2[cH:123][cH:124][cH:125][cH:126][cH:127]2)[c-:128]2[cH:129][cH:130][cH:131][cH:132]2)[cH:133][cH:134]1.[cH:99]1[cH:100][cH:101][c:102]([P:103]([c:104]2[cH:105][cH:106][cH:107][cH:108][cH:109]2)[c-:110]2[cH:111][cH:112][cH:113][cH:114]2)[cH:115][cH:116]1>>[Cl:1][c:2]1[c:3]([NH:23][c:24]2[n:25][cH:26][cH:27][cH:28][cH:29]2)[cH:4][c:5]([NH:8][C:9](=[O:10])[c:11]2[c:12]([CH3:21])[n:13][c:14]([C:17]([F:18])([F:19])[F:20])[cH:15][cH:16]2)[cH:6][cH:7]1. Procedure: Jones reagent (14.5 ml) was dropwise added to a suspension of benzhydryl 7-[2-(2-formamidothiazol-4-yl)-2-methoxyiminoacetamido]-3-hydroxymethyl-3-cephem-4-carboxylate (syn isomer) (19.5 g) in acetone (300 ml) at 0° to 3° C. under stirring and the mixture was stirred for 20 minutes at the same temperature. The reaction mixture was filtered and the filtrate was washed with acetone. To the mixture of the filtrate and washings was added ethyl acetate (300 ml) and washed with brine and dried over ma... Yields the product C(=O)NC=1SC=C(N1)C(C(=O)NC1[C@@H]2N(C(=C(CS2)C=O)C(=O)OC(C2=CC=CC=C2)C2=CC=CC=C2)C1=O)=NOC (benzhydryl 7-[2-(2-formamidothiazol-4-yl)-2-methoxyiminoacetamido]-3-formyl-3-cephem-4-carboxylate). Reaction SMILES: CC(C)=O.OS(O)(=O)=O.O=[Cr](=O)=O.[CH:14]([NH:16][C:17]1[S:18][CH:19]=[C:20]([C:22](=[N:53][O:54][CH3:55])[C:23]([NH:25][CH:26]2[C:51](=[O:52])[N:28]3[C:29]([C:35]([O:37][CH:38]([C:45]4[CH:50]=[CH:49][CH:48]=[CH:47][CH:46]=4)[C:39]4[CH:44]=[CH:43][CH:42]=[CH:41][CH:40]=4)=[O:36])=[C:30]([CH2:33][OH:34])[CH2:31][S:32][C@H:27]23)=[O:24])[N:21]=1)=[O:15]>CC(C)=O>[CH:14]([NH:16][C:17]1[S:18][CH:19]=[C:20]([C:22](=[N:53][O:54][CH3:55])[C:23]([NH:25][CH:26]2[C:51](=[O:52])[N:28]3[C:29]([C:35]([O:37][CH:38]([C:45]4[CH:50]=[CH:49][CH:48]=[CH:47][CH:46]=4)[C:39]4[CH:44]=[CH:43][CH:42]=[CH:41][CH:40]=4)=[O:36])=[C:30]([CH:33]=[O:34])[CH2:31][S:32][C@H:27]23)=[O:24])[N:21]=1)=[O:15] |f:0.1.2|. Yield: 70.5%. Solvent: CC(=O)C (acetone). Starting materials: CC(=O)C.OS(=O)(=O)O.O=[Cr](=O)=O (Jones reagent), C(=O)NC=1SC=C(N1)C(C(=O)NC1[C@@H]2N(C(=C(CS2)CO)C(=O)OC(C2=CC=CC=C2)C2=CC=CC=C2)C1=O)=NOC (benzhydryl 7-[2-(2-formamidothiazol-4-yl)-2-methoxyiminoacetamido]-3-hydroxymethyl-3-cephem-4-carboxylate). Reactants: O=C(Cc1ccccc1)Nc1c[nH]c2ncc(Br)c(F)c12, CC(C)(C)OC(=O)NC1CCCNC1. Yields the product CC(C)(C)OC(=O)NC1CCCN(c2c(Br)cnc3[nH]cc(NC(=O)Cc4ccccc4)c23)C1. As a reaction SMILES: [Br:1][c:2]1[c:3]([F:21])[c:4]2[c:5]([n:6][cH:7]1)[nH:8][cH:9][c:10]2[NH:11][C:12]([CH2:13][c:14]1[cH:15][cH:16][cH:17][cH:18][cH:19]1)=[O:20].[NH:22]1[CH2:23][CH:24]([NH:28][C:29]([O:30][C:31]([CH3:32])([CH3:33])[CH3:34])=[O:35])[CH2:25][CH2:26][CH2:27]1>>[Br:1][c:2]1[c:3]([N:22]2[CH2:23][CH:24]([NH:28][C:29]([O:30][C:31]([CH3:32])([CH3:33])[CH3:34])=[O:35])[CH2:25][CH2:26][CH2:27]2)[c:4]2[c:5]([n:6][cH:7]1)[nH:8][cH:9][c:10]2[NH:11][C:12]([CH2:13][c:14]1[cH:15][cH:16][cH:17][cH:18][cH:19]1)=[O:20]. The reactants are C(C)(=O)OC(C)=O (acetic anhydride), [N+](=O)(O)[O-] (nitric acid), OC=1C=CC(=C2C3CCCCC3C(C12)=O)C (8-hydroxy-5-methyl-1,2,3,4,4a,9a-hexahydro-9-fluorenone). Run in C(C)(=O)O (acetic acid), C(C)(=O)O (acetic acid), C(C)(=O)O (acetic acid). Run at temperature 15 celsius, time 1 hour. Product: OC=1C(=CC(=C2C3CCCCC3C(C12)=O)C)[N+](=O)[O-] (8-hydroxy-5-methyl-7-nitro-1,2,3,4,4a,9a-hexahydro-9-fluorenone). RXN SMILES: C(OC(=O)C)(=O)C.[N+:8]([O-:11])(O)=[O:9].[OH:12][C:13]1[CH:14]=[CH:15][C:16]([CH3:27])=[C:17]2[C:25]=1[C:24](=[O:26])[CH:23]1[CH:18]2[CH2:19][CH2:20][CH2:21][CH2:22]1>C(O)(=O)C>[OH:12][C:13]1[C:14]([N+:8]([O-:11])=[O:9])=[CH:15][C:16]([CH3:27])=[C:17]2[C:25]=1[C:24](=[O:26])[CH:23]1[CH:18]2[CH2:19][CH2:20][CH2:21][CH2:22]1. Procedure: A mixture of 15 ml of acetic anhydride and 50 ml of acetic acid was ice-cooled and thereto was added dropwise 10 ml of nitric acid (d=1.38). After stirring for 1 hour, thereto was added dropwise an acetic acid solution containing 10 g of 8-hydroxy-5-methyl-1,2,3,4,4a,9a-hexahydro-9-fluorenone in 100 ml of acetic acid. After stirring for 30 minutes, the ice bath was removed and the solution was warmed to an inner temperature of 15° C. To this solution was added 150 ml of diethyl ether, followed b... Starting materials: compound, ClCC1=CC(=NN1C)C=1C=C2C3=C(N(C2=CC1)C)N(C(C(=C3)C3=C(C=C(C=C3)Cl)Cl)=O)C (6-(5-chloromethyl-1-methyl-1H-pyrazol-3-yl)-3-(2,4-dichloro-phenyl)-1,9-dimethyl-1,9-dihydropyrido[2,3-b]indol-2-one), NCCN1CCOCC1 (aminoethyl-morpholine). Product: Cl.ClC1=C(C=CC(=C1)Cl)C1=CC2=C(N(C3=CC=C(C=C23)C2=NN(C(=C2)CNCCN2CCOCC2)C)C)N(C1=O)C (3-(2,4-Dichlorophenyl)-1,9-dimethyl-6-{1-methyl-5-[(2-morpholin-4-yl-ethylamino)methyl]-1H-pyrazol-3-yl}-1,9-dihydropyrido[2,3-b]indol-2-one hydrochloride). As a reaction SMILES: [Cl:1][CH2:2][C:3]1[N:7]([CH3:8])[N:6]=[C:5]([C:9]2[CH:10]=[C:11]3[C:15](=[CH:16][CH:17]=2)[N:14]([CH3:18])[C:13]2[N:19]([CH3:32])[C:20](=[O:31])[C:21]([C:23]4[CH:28]=[CH:27][C:26]([Cl:29])=[CH:25][C:24]=4[Cl:30])=[CH:22][C:12]3=2)[CH:4]=1.[NH2:33][CH2:34][CH2:35][N:36]1[CH2:41][CH2:40][O:39][CH2:38][CH2:37]1>>[ClH:1].[Cl:30][C:24]1[CH:25]=[C:26]([Cl:29])[CH:27]=[CH:28][C:23]=1[C:21]1[C:20](=[O:31])[N:19]([CH3:32])[C:13]2[N:14]([CH3:18])[C:15]3[C:11]([C:12]=2[CH:22]=1)=[CH:10][C:9]([C:5]1[CH:4]=[C:3]([CH2:2][NH:33][CH2:34][CH2:35][N:36]2[CH2:41][CH2:40][O:39][CH2:38][CH2:37]2)[N:7]([CH3:8])[N:6]=1)=[CH:17][CH:16]=3 |f:2.3|. Reported procedure: The process is carried out as in Example 122 above, with the compound from Example 122A: 6-(5-chloromethyl-1-methyl-1H-pyrazol-3-yl)-3-(2,4-dichloro-phenyl)-1,9-dimethyl-1,9-dihydropyrido[2,3-b]indol-2-one and aminoethyl-morpholine.